Dataset: the Open Reaction Database (ORD), a public repository of structured organic reaction records. Task: describe an organic reaction: reactants, conditions, products, and yield Reactants: FC(C(O)C1=CC=C(C=C1)OCCCC(F)(F)F)(F)F (2,2,2-Trifluoro-1-(4-(4,4,4-trifluorobutoxy)phenyl)ethanol), CC(=O)OI1(C=2C=CC=CC2C(=O)O1)(OC(=O)C)OC(=O)C (Dess-Martin periodinane), C(=O)([O-])[O-].[Na+].[Na+] (Na2CO3), CCOC(=O)C (EtOAc). Solvent: C(Cl)Cl (CH2Cl2). Conditions: temperature 0 celsius, time 0.5 hour. Yields the product FC(C(=O)C1=CC=C(C=C1)OCCCC(F)(F)F)(F)F (2,2,2-Trifluoro-1-(4-(4,4,4-trifluorobutoxy)phenyl)ethanone). The yield is 75.3%. As a reaction SMILES: [F:1][C:2]([F:20])([F:19])[CH:3]([C:5]1[CH:10]=[CH:9][C:8]([O:11][CH2:12][CH2:13][CH2:14][C:15]([F:18])([F:17])[F:16])=[CH:7][CH:6]=1)[OH:4].CC(OI1(OC(C)=O)(OC(C)=O)OC(=O)C2C=CC=CC1=2)=O.C([O-])([O-])=O.[Na+].[Na+].CCOC(C)=O>C(Cl)Cl>[F:1][C:2]([F:19])([F:20])[C:3]([C:5]1[CH:10]=[CH:9][C:8]([O:11][CH2:12][CH2:13][CH2:14][C:15]([F:18])([F:17])[F:16])=[CH:7][CH:6]=1)=[O:4] |f:2.3.4|. Procedure details: To a solution of Intermediate 2B (115 mmol) in anhydrous CH2Cl2 (320 mL) was added Dess-Martin periodinane (50.2 g, 118 mmol) portionwise at 0° C. The reaction was stirred at 0° C. for 0.5 h then at rt for 3 h. To the reaction was added 100 mL of sat'd aq Na2CO3 and 250 mL of EtOAc. The reaction was stirred for another 2 h. The insoluble material was removed by filtration. The layers were separated. The organic layer was washed with sat'd aq Na2CO3. Additional solids that formed upon standing ov... The solvent is C(C)(=O)O (acetic acid). The reactants are COC(COC1=C2C(=C(C(=NC2=C(C=C1)Cl)CC)CC1=CC=C(C=C1)S(=O)(=O)C)OC(F)F)=O ([8-chloro-4-difluoromethoxy-2-ethyl-3-(4-methanesulfonylbenzyl)quinolin-5-yloxy]acetic acid methyl ester), CO (methanol), O (water), [OH-].[Li+] (lithium hydroxide). RXN SMILES: C[O:2][C:3](=[O:34])[CH2:4][O:5][C:6]1[CH:15]=[CH:14][C:13]([Cl:16])=[C:12]2[C:7]=1[C:8]([O:30][CH:31]([F:33])[F:32])=[C:9]([CH2:19][C:20]1[CH:25]=[CH:24][C:23]([S:26]([CH3:29])(=[O:28])=[O:27])=[CH:22][CH:21]=1)[C:10]([CH2:17][CH3:18])=[N:11]2.CO.O.[OH-].[Li+]>C(O)(=O)C>[Cl:16][C:13]1[CH:14]=[CH:15][C:6]([O:5][CH2:4][C:3]([OH:34])=[O:2])=[C:7]2[C:12]=1[N:11]=[C:10]([CH2:17][CH3:18])[C:9]([CH2:19][C:20]1[CH:21]=[CH:22][C:23]([S:26]([CH3:29])(=[O:27])=[O:28])=[CH:24][CH:25]=1)=[C:8]2[O:30][CH:31]([F:32])[F:33] |f:3.4|. Product: ClC=1C=CC(=C2C(=C(C(=NC12)CC)CC1=CC=C(C=C1)S(=O)(=O)C)OC(F)F)OCC(=O)O ([8-chloro-4-difluoromethoxy-2-ethyl-3-(4-methanesulfonylbenzyl)quinolin-5-yloxy]acetic Acid). Procedure: A solution of [8-chloro-4-difluoromethoxy-2-ethyl-3-(4-methanesulfonylbenzyl)quinolin-5-yloxy]acetic acid methyl ester (0.10 g), methanol (5.0 mL), water (1.0 mL) and saturated aqueous lithium hydroxide solution (0.5 mL) was stirred at room temperature for 45 minutes. The pH of the solution was adjusted to 5 by the addition of glacial acetic acid and the methanol removed under reduced pressured. The residue was diluted with water (2.0 mL) and the resulting precipitate collected by filtration, wa... Reactants: CCOC(=O)CCCNC(=O)Cc1cccc(Cl)c1, CCN=C=NCCCN(C)C, CN(C)c1ccncc1, O=C(O)Cc1cccc(Cl)c1, ClCCl, Cl, Cl, CCOC(=O)CCCN. Yields the product O=C(O)CCCNC(=O)Cc1cccc(Cl)c1. As a reaction SMILES: [CH2:34]([CH3:35])[O:36][C:37]([CH2:38][CH2:39][CH2:40][NH:41][C:42]([CH2:43][c:44]1[cH:45][c:46]([Cl:50])[cH:47][cH:48][cH:49]1)=[O:51])=[O:52].[CH3:22][CH2:23][N:24]=[C:25]=[N:26][CH2:27][CH2:28][CH2:29][N:30]([CH3:31])[CH3:32].[CH3:53][N:54]([c:55]1[cH:56][cH:57][n:58][cH:59][cH:60]1)[CH3:61].[Cl:1][c:2]1[cH:3][c:4]([CH2:5][C:6]([OH:7])=[O:8])[cH:9][cH:10][cH:11]1.[Cl:62][CH2:63][Cl:64].[ClH:12].[ClH:33].[NH2:13][CH2:14][CH2:15][CH2:16][C:17]([O:18][CH2:19][CH3:20])=[O:21]>>[O:36]=[C:37]([CH2:38][CH2:39][CH2:40][NH:41][C:42]([CH2:43][c:44]1[cH:45][c:46]([Cl:50])[cH:47][cH:48][cH:49]1)=[O:51])[OH:52]. Reactants: ClC1=CC=C(C=C1)C1=C(C(NN=C1C)=O)C1=NC=CC=C1F (5-(4-chlorophenyl)-4-(3-fluoro-2-pyridyl)-6-methyl-2H-pyridazin-3-one), P(=O)(Cl)(Cl)Cl (phosphorus oxychloride). Conditions: temperature 120 celsius, time 1.5 hour. Product: ClC=1N=NC(=C(C1C1=NC=CC=C1F)C1=CC=C(C=C1)Cl)C (3-chloro-5-(4-chlorophenyl)-4-(3-fluoro-2-pyridyl)-6-methylpyridazine). Isolated yield 76.5%. RXN SMILES: [Cl:1][C:2]1[CH:7]=[CH:6][C:5]([C:8]2[C:13]([CH3:14])=[N:12][NH:11][C:10](=O)[C:9]=2[C:16]2[C:21]([F:22])=[CH:20][CH:19]=[CH:18][N:17]=2)=[CH:4][CH:3]=1.P(Cl)(Cl)([Cl:25])=O>>[Cl:25][C:10]1[N:11]=[N:12][C:13]([CH3:14])=[C:8]([C:5]2[CH:6]=[CH:7][C:2]([Cl:1])=[CH:3][CH:4]=2)[C:9]=1[C:16]1[C:21]([F:22])=[CH:20][CH:19]=[CH:18][N:17]=1. Procedure details: 0.63 g of 5-(4-chlorophenyl)-4-(3-fluoro-2-pyridyl)-6-methyl-2H-pyridazin-3-one and 7.2 g of phosphorus oxychloride were mixed. The mixture was stirred for 1.5 hours on an oil bath of 120° C. The reaction mixture was allowed to cool to room temperature, then, concentrated under reduced pressure. To the resultant residue were added ethyl acetate and ice-cooled sodium bicarbonate water. The mixture was stirred for about 5 minutes at room temperature, then, liquid-separated. The organic layer was w...